Task: describe an organic reaction: reactants, conditions, products, and yield. Dataset: the Open Reaction Database (ORD), a public repository of structured organic reaction records The reactants are CC(C)(C)c1ccc(N)cc1, CSc1nc(Cl)c2c(n1)CN(Cc1ccccc1)CC2, CC#N. Product: CSc1nc2c(c(Nc3ccc(C(C)(C)C)cc3)n1)CCN(Cc1ccccc1)C2. Reaction SMILES: [C:21]([CH3:22])([CH3:23])([CH3:24])[c:25]1[cH:26][cH:27][c:28]([NH2:29])[cH:30][cH:31]1.[CH2:1]([c:2]1[cH:3][cH:4][cH:5][cH:6][cH:7]1)[N:8]1[CH2:9][c:10]2[n:11][c:12]([S:19][CH3:20])[n:13][c:14]([Cl:18])[c:15]2[CH2:16][CH2:17]1.[CH3:32][C:33]#[N:34]>>[CH2:1]([c:2]1[cH:3][cH:4][cH:5][cH:6][cH:7]1)[N:8]1[CH2:9][c:10]2[n:11][c:12]([S:19][CH3:20])[n:13][c:14]([NH:29][c:28]3[cH:27][cH:26][c:25]([C:21]([CH3:22])([CH3:23])[CH3:24])[cH:31][cH:30]3)[c:15]2[CH2:16][CH2:17]1. The reactants are [C@@H]1([C@H](O)[C@H](O)[C@@H](CO)O1)N1C=NC=2C(=O)NC(N)=NC12 (guanosine), CC(C)(C)O (2-methyl-2-propanol). Run in CN(C)C=O (DMF), CC(=O)OC(=O)C (Ac2O), N1=CC=CC=C1 (pyridine). Conditions: time 2.5 hour. The product is C(C)(=O)O[C@H]1[C@@H](O[C@@H]([C@H]1OC(C)=O)COC(C)=O)N1C=NC=2C(=O)NC(N)=NC12 (2′,3′,5′-Tri-O-acetyl-guanosine). Reaction SMILES: [C@@H:1]1([N:10]2[C:20]3[N:19]=[C:17]([NH2:18])[NH:16][C:14](=[O:15])[C:13]=3[N:12]=[CH:11]2)[O:9][C@H:6]([CH2:7][OH:8])[C@@H:4]([OH:5])[C@H:2]1[OH:3].C[C:22]([OH:25])([CH3:24])C>CN(C=O)C.CC(OC(C)=O)=O.N1C=CC=CC=1>[C:2]([O:3][C@@H:2]1[C@H:4]([O:5][C:4](=[O:5])[CH3:6])[C@@H:6]([CH2:7][O:8][C:22](=[O:25])[CH3:24])[O:9][C@H:1]1[N:10]1[C:20]2[N:19]=[C:17]([NH2:18])[NH:16][C:14](=[O:15])[C:13]=2[N:12]=[CH:11]1)(=[O:3])[CH3:1]. Procedure details: To a suspension of guanosine (1) (Dried in vacuo over P2O5 for 2 days at 100°, 10.6 g, 37.6 mmole) in DMF (distilled from P2O5,30 ml), Ac2O (re-distilled, 22.4 ml) and pyridine (distilled from KOH, 11.2 ml) were added. The mixture was heated with stirring at 75°. The mixture became clear solution after 1.5 h. Heating was continued for another 2.5 h. The resulting clear solution is filtered while hot, cooled to temperature, and evaporated in vacuo to afford a heavy, crystalline suspension. A port... Reactants: CC1(CCN(C2=CC(=CC=C12)C#C[Si](C)(C)C)C1=CC=C(C=C1)C)C (4,4-dimethyl-1,2,3,4-tetrahydro-N-(4-methylphenyl)-7-[2-(trimethylsilyl)ethynyl]quinoline), CC1(CCN(C2=CC(=CC=C12)C#C[Si](C)(C)C)C1=CC=C(C=C1)C)C (4,4-dimethyl-1,2,3,4-tetrahydro-N-(4-methylphenyl)-7-[2-(trimethylsilyl)ethynyl]quinoline), C([O-])([O-])=O.[K+].[K+] (potassium carbonate). Solvent: CO (methanol), O1CCCC1 (tetrahydrofuran). Conditions: temperature 30 celsius, time 1 hour. Product: CC1(CCN(C2=CC(=CC=C12)C#C)C1=CC=C(C=C1)C)C (4,4-Dimethyl-1,2,3,4-tetrahydro-N-(4-methylphenyl)-7-ethynylquinoline). Reaction SMILES: [CH3:1][C:2]1([CH3:25])[C:11]2[C:6](=[CH:7][C:8]([C:12]#[C:13][Si](C)(C)C)=[CH:9][CH:10]=2)[N:5]([C:18]2[CH:23]=[CH:22][C:21]([CH3:24])=[CH:20][CH:19]=2)[CH2:4][CH2:3]1.C(=O)([O-])[O-].[K+].[K+]>CO.O1CCCC1>[CH3:1][C:2]1([CH3:25])[C:11]2[C:6](=[CH:7][C:8]([C:12]#[CH:13])=[CH:9][CH:10]=2)[N:5]([C:18]2[CH:19]=[CH:20][C:21]([CH3:24])=[CH:22][CH:23]=2)[CH2:4][CH2:3]1 |f:1.2.3|. Reported procedure: To a solution of 0.18 g (0.52 mmol) of 4,4-dimethyl-1,2,3,4-tetrahydro-N-(4-methylphenyl)-7-[2-(trimethylsilyl)ethynyl]quinoline (Compound 2) in 12.0 mL of methanol and 1.0 mL of tetrahydrofuran was added 0.088 g (0.64 mmol) of potassium carbonate, and the resulting mixture was stirred at room temperature for 6 hours and at 30° C. for 1 hour. The mixture was concentrated in vacuo, water was added, and the mixture was extracted with diethyl ether (2x). The combined organic layers were washed with... Reactants: IC[C@H]1[C@H]([C@@H](O[C@@H]1CO)N1C(=O)NC(=O)C(=C1)C)OCCOC (3′-deoxy-3′-(iodomethyl)-2′-O-(2-methoxyethyl)-5-methyluridine), C(C)(C)N(CC)C(C)C (diisopropylethylamine), C(C1=CC=C(C=C1)OC)C(C1=CC=CC=C1)(C1=CC=CC=C1)Cl (p-anisyl chlorodiphenyl methane), C(C)(=O)OCC (ethyl acetate), C(C)(=O)OCC (ethyl acetate). Solvent: C1CCOC1 (THF). Run at time 48 hour. The product is COC1=CC=C(C(C2=CC=CC=C2)(C2=CC=CC=C2)OC[C@@H]2[C@H]([C@H]([C@@H](O2)N2C(=O)NC(=O)C(=C2)C)OCCOC)CI)C=C1 (3′-Deoxy-5′-O-(4-methoxytrityl)-3′-(iodomethyl)-2′-O-(2-methoxyethyl)-5-methyluridine). Reaction SMILES: [I:1][CH2:2][C@@H:3]1[C@@H:7]([CH2:8][OH:9])[O:6][C@@H:5]([N:10]2[CH:17]=[C:16]([CH3:18])[C:14](=[O:15])[NH:13][C:11]2=[O:12])[C@@H:4]1[O:19][CH2:20][CH2:21][O:22][CH3:23].C(N([CH:30]([CH3:32])[CH3:31])CC)(C)C.[CH2:33]([C:42](Cl)([C:49]1[CH:54]=[CH:53][CH:52]=[CH:51][CH:50]=1)[C:43]1[CH:48]=[CH:47][CH:46]=[CH:45][CH:44]=1)[C:34]1C=CC(OC)=C[CH:35]=1.[C:56](OCC)(=[O:58])C>C1COCC1>[CH3:56][O:58][C:31]1[CH:30]=[CH:32][C:33]([C:42]([O:9][CH2:8][C@H:7]2[O:6][C@@H:5]([N:10]3[CH:17]=[C:16]([CH3:18])[C:14](=[O:15])[NH:13][C:11]3=[O:12])[C@H:4]([O:19][CH2:20][CH2:21][O:22][CH3:23])[C@@H:3]2[CH2:2][I:1])([C:43]2[CH:44]=[CH:45][CH:46]=[CH:47][CH:48]=2)[C:49]2[CH:50]=[CH:51][CH:52]=[CH:53][CH:54]=2)=[CH:34][CH:35]=1. Procedure details: A mixture of 3′-deoxy-3′-(iodomethyl)-2′-O-(2-methoxyethyl)-5-methyluridine (472 mg, 1.1 mmol), diisopropylethylamine (0.79 mL, 0.586 g, 4.5 mmol), and p-anisyl chlorodiphenyl methane (4′-methoxytrityl chloride, MMT-Cl) (1.32 g, 4.27 mmol) in 6 mL of ethyl acetate and 4 mL of THF was stirred at rt for 48 h. The reaction mixture was diluted with ethyl acetate and washed with water, followed by brine. The organic phase was dried (Na2SO4) and concentrated. The crude product was purified by flash ch...